This data is from the Open Reaction Database (ORD), a public repository of structured organic reaction records. The task is: describe an organic reaction: reactants, conditions, products, and yield The reactants are Br, ClC(Cl)(Cl)Cl, c1cc2c3c(cccc3c1)CC2, Cl[Fe](Cl)Cl. The product is C1=Cc2cccc3cccc1c23. As a reaction SMILES: [Br:13].[C:14]([Cl:15])([Cl:16])([Cl:17])[Cl:18].[CH2:1]1[CH2:2][c:3]2[cH:4][cH:5][cH:6][c:7]3[cH:8][cH:9][cH:10][c:11]1[c:12]23.[Cl:19][Fe:20]([Cl:21])[Cl:22]>>[CH:1]1=[CH:2][c:3]2[cH:4][cH:5][cH:6][c:7]3[cH:8][cH:9][cH:10][c:11]1[c:12]23. Starting materials: FC(C(=O)O)(F)F (trifluoroacetic acid), C(C)(C)(C)OC(CNC(C1=CC=C(C=C1)O)=O)=O (N-(4-Hydroxybenzoyl)glycine tert-butyl ester), COC1=CC=C(C=C1)CCO (2-(4-methoxyphenyl)ethanol), C(CCC)P(CCCC)(CCCC)=CC#N ((Tributyl phosphoranylidene)acetonitrile). The solvent is ClCCl (dichloromethane), C1(=CC=CC=C1)C (toluene), O (water). Run at temperature 100 celsius, time 3.5 hour. Yields the product COC1=CC=C(C=C1)CCOC1=CC=C(C(=O)NCC(=O)O)C=C1 (N-{4-[2-(4-Methoxyphenyl)ethoxy]benzoyl}glycine). Yield: 71.7%. As a reaction SMILES: C(P(=CC#N)(CCCC)CCCC)CCC.C([O:21][C:22](=[O:34])[CH2:23][NH:24][C:25](=[O:33])[C:26]1[CH:31]=[CH:30][C:29]([OH:32])=[CH:28][CH:27]=1)(C)(C)C.[CH3:35][O:36][C:37]1[CH:42]=[CH:41][C:40]([CH2:43][CH2:44]O)=[CH:39][CH:38]=1.FC(F)(F)C(O)=O>ClCCl.O.C1(C)C=CC=CC=1>[CH3:35][O:36][C:37]1[CH:42]=[CH:41][C:40]([CH2:43][CH2:44][O:32][C:29]2[CH:28]=[CH:27][C:26]([C:25]([NH:24][CH2:23][C:22]([OH:21])=[O:34])=[O:33])=[CH:31][CH:30]=2)=[CH:39][CH:38]=1. Procedure details: (Tributyl phosphoranylidene)acetonitrile (428 μL, 1.50 mmol) was added to a solution of toluene (7 mL) containing N-(4-hydroxybenzoyl)glycine tert-butyl ester (264 mg, 1.05 mmol) prepared in Example 1 (1a) and 2-(4-methoxyphenyl)ethanol (176 mg, 1.16 mmol). The mixture was stirred at 100° C. for 3.5 hours, and then water was added thereto. The mixture was extracted with ethyl acetate. The organic layers were combined, washed with water and saturated brine, and dried over anhydrous magnesium sulf...